From a dataset of the Open Reaction Database (ORD), a public repository of structured organic reaction records. describe an organic reaction: reactants, conditions, products, and yield The reactants are O=C([O-])[O-], CN(C)C=O, C=C(Cl)CCl, O=[N+]([O-])c1cc(O)c(Cl)cc1F, [K+], [K+], O. Product: C=C(Cl)COc1cc([N+](=O)[O-])c(F)cc1Cl. RXN SMILES: [C:18](=[O:19])([O-:20])[O-:21].[CH3:25][N:26]([CH3:27])[CH:28]=[O:29].[Cl:13][C:14](=[CH2:15])[CH2:16][Cl:17].[Cl:1][c:2]1[c:3]([OH:12])[cH:4][c:5]([N+:9](=[O:10])[O-:11])[c:6]([F:8])[cH:7]1.[K+:22].[K+:23].[OH2:24]>>[Cl:1][c:2]1[c:3]([O:12][CH2:16][C:14]([Cl:13])=[CH2:15])[cH:4][c:5]([N+:9](=[O:10])[O-:11])[c:6]([F:8])[cH:7]1. Reactants: C1=CCCCC1, CO, COC(=O)c1cc([N+](=O)[O-])c(NCCCl)c([N+](=O)[O-])c1. Product: COC(=O)c1cc2c(c([N+](=O)[O-])c1)NCCN2. As a reaction SMILES: [CH2:23]1[CH2:24][CH:25]=[CH:26][CH2:27][CH2:28]1.[CH3:21][OH:22].[Cl:1][CH2:2][CH2:3][NH:4][c:5]1[c:6]([N+:18]([O-:19])=[O:20])[cH:7][c:8]([C:9](=[O:10])[O:11][CH3:12])[cH:13][c:14]1[N+:15](=[O:16])[O-:17]>>[CH2:2]1[CH2:3][NH:4][c:5]2[c:6]([cH:7][c:8]([C:9](=[O:10])[O:11][CH3:12])[cH:13][c:14]2[N+:15](=[O:16])[O-:17])[NH:18]1. Reactants: ice water, CC1=C(C(=CC(=C1)CO)C)C1=CC=C(C=C1)C(F)(F)F ((2,6-dimethyl-4′-trifluoromethyl-biphenyl-4-yl)-methanol), P(Br)(Br)Br (PBr3). Run in C1CCOC1 (THF), C1CCOC1 (THF). Run at time 2 hour. Yields the product BrCC1=CC(=C(C(=C1)C)C1=CC=C(C=C1)C(F)(F)F)C (4-Bromomethyl-2,6-dimethyl-4′-trifluoromethyl-biphenyl). The yield is 81.1%. Reaction SMILES: [CH3:1][C:2]1[CH:7]=[C:6]([CH2:8]O)[CH:5]=[C:4]([CH3:10])[C:3]=1[C:11]1[CH:16]=[CH:15][C:14]([C:17]([F:20])([F:19])[F:18])=[CH:13][CH:12]=1.P(Br)(Br)[Br:22]>C1COCC1>[Br:22][CH2:8][C:6]1[CH:7]=[C:2]([CH3:1])[C:3]([C:11]2[CH:16]=[CH:15][C:14]([C:17]([F:20])([F:19])[F:18])=[CH:13][CH:12]=2)=[C:4]([CH3:10])[CH:5]=1. Reported procedure: To a solution of (2,6-dimethyl-4′-trifluoromethyl-biphenyl-4-yl)-methanol (2.22 g, 7.9 mmol) in THF (30 ml) is added PBr3 (3.22 g, 11.9 mmol) in THF (5 ml) and the reaction is allowed to stir at room temperature for about 2 h. The reaction is cooled to 0° C. and ice water is added slowly. The mixture is extracted with ethyl acetate, dried over MgSO4, and concentrated. The resulting residue is purified by silica gel column chromatography, eluting with EtOAc/hexanes to afford 2.2 g of the titled c...